From a dataset of the Open Reaction Database (ORD), a public repository of structured organic reaction records. describe an organic reaction: reactants, conditions, products, and yield The reactants are NC1=NC(=CC(=N1)Cl)Cl (2-amino-4,6-dichloropyrimidine), NC1=CC=C(C#N)C=C1 (4-aminobenzonitrile), Cl (hydrochloric acid). Solvent: O (water). Run at temperature 100 celsius, time 8 hour. Product: NC1=NC(=CC(=N1)NC1=CC=C(C#N)C=C1)Cl (4-[(2-Amino-6-chloropyrimidin-4-yl)amino]benzonitrile). As a reaction SMILES: [NH2:1][C:2]1[N:7]=[C:6]([Cl:8])[CH:5]=[C:4](Cl)[N:3]=1.[NH2:10][C:11]1[CH:18]=[CH:17][C:14]([C:15]#[N:16])=[CH:13][CH:12]=1.Cl>O>[NH2:1][C:2]1[N:3]=[C:4]([NH:10][C:11]2[CH:18]=[CH:17][C:14]([C:15]#[N:16])=[CH:13][CH:12]=2)[CH:5]=[C:6]([Cl:8])[N:7]=1. Procedure: 300 mg (1.83 mmol) of 2-amino-4,6-dichloropyrimidine and 216 mg (1.83 mmol) of 4-aminobenzonitrile are suspended in 6 ml of water. 180 μl of concentrated hydrochloric acid are added, and the mixture is stirred at 100° C. overnight. The precipitate is filtered off with suction. Reactants: O=C1OC2(CCN(C(=O)c3c[nH]c4cc(Cl)ccc34)CC2)c2ccc(F)cc21, O=C(Cl)c1cccc(F)c1F. Product: O=C1OC2(CCN(C(=O)c3cn(C(=O)c4cccc(F)c4F)c4cc(Cl)ccc34)CC2)c2ccc(F)cc21. RXN SMILES: [Cl:1][c:2]1[cH:3][cH:4][c:5]2[c:6]([C:11](=[O:12])[N:13]3[CH2:14][CH2:15][C:16]4([O:17][C:18](=[O:26])[c:19]5[c:20]4[cH:21][cH:22][c:23]([F:25])[cH:24]5)[CH2:27][CH2:28]3)[cH:7][nH:8][c:9]2[cH:10]1.[F:29][c:30]1[c:31]([C:32](=[O:33])[Cl:34])[cH:35][cH:36][cH:37][c:38]1[F:39]>>[Cl:1][c:2]1[cH:3][cH:4][c:5]2[c:6]([C:11](=[O:12])[N:13]3[CH2:14][CH2:15][C:16]4([O:17][C:18](=[O:26])[c:19]5[c:20]4[cH:21][cH:22][c:23]([F:25])[cH:24]5)[CH2:27][CH2:28]3)[cH:7][n:8]([C:32]([c:31]3[c:30]([F:29])[c:38]([F:39])[cH:37][cH:36][cH:35]3)=[O:33])[c:9]2[cH:10]1. Reactants: CCCC[Sn](CCCC)(CCCC)c1ccc(C(=O)N2Cc3cccn3Cc3ccccc32)cc1, Cc1ccccc1, Fc1cc(F)cc(Br)c1. Product: O=C(c1ccc(-c2cc(F)cc(F)c2)cc1)N1Cc2cccn2Cc2ccccc21. RXN SMILES: [CH2:1]([Sn:2]([CH2:3][CH2:4][CH2:5][CH3:28])([c:6]1[cH:7][cH:8][c:9]([C:10](=[O:11])[N:12]2[CH2:13][c:14]3[n:15]([cH:23][cH:24][cH:25]3)[CH2:16][c:17]3[c:18]2[cH:19][cH:20][cH:21][cH:22]3)[cH:26][cH:27]1)[CH2:29][CH2:30][CH2:31][CH3:32])[CH2:33][CH2:34][CH3:35].[CH3:45][c:46]1[cH:47][cH:48][cH:49][cH:50][cH:51]1.[F:36][c:37]1[cH:38][c:39]([Br:44])[cH:40][c:41]([F:43])[cH:42]1>>[c:6]1(-[c:39]2[cH:38][c:37]([F:36])[cH:42][c:41]([F:43])[cH:40]2)[cH:7][cH:8][c:9]([C:10](=[O:11])[N:12]2[CH2:13][c:14]3[n:15]([cH:23][cH:24][cH:25]3)[CH2:16][c:17]3[c:18]2[cH:19][cH:20][cH:21][cH:22]3)[cH:26][cH:27]1. The reactants are CO, O=C1c2ccccc2C(=O)N1Cc1ccc(S(=O)(=O)NC2CCCCC2)c2ccccc12, NN. Product: NCc1ccc(S(=O)(=O)NC2CCCCC2)c2ccccc12. RXN SMILES: [CH3:35][OH:36].[CH:1]1([NH:7][S:8](=[O:9])(=[O:10])[c:11]2[cH:12][cH:13][c:14]([CH2:21][N:22]3[C:23](=[O:24])[c:25]4[c:26]([cH:27][cH:28][cH:29][cH:30]4)[C:31]3=[O:32])[c:15]3[cH:16][cH:17][cH:18][cH:19][c:20]23)[CH2:2][CH2:3][CH2:4][CH2:5][CH2:6]1.[NH2:33][NH2:34]>>[CH:1]1([NH:7][S:8](=[O:9])(=[O:10])[c:11]2[cH:12][cH:13][c:14]([CH2:21][NH2:22])[c:15]3[cH:16][cH:17][cH:18][cH:19][c:20]23)[CH2:2][CH2:3][CH2:4][CH2:5][CH2:6]1. Starting materials: CCO, N#CN1CCN(c2ccc3nnc(C(F)(F)F)n3n2)CC1, NO. The product is N=C(NO)N1CCN(c2ccc3nnc(C(F)(F)F)n3n2)CC1. RXN SMILES: [CH3:24][CH2:25][OH:26].[F:3][C:4]([c:5]1[n:6][n:7][c:8]2[n:9]1[n:10][c:11]([N:14]1[CH2:15][CH2:16][N:17]([C:20]#[N:21])[CH2:18][CH2:19]1)[cH:12][cH:13]2)([F:22])[F:23].[NH2:1][OH:2]>>[NH:1]([OH:2])[C:20]([N:17]1[CH2:16][CH2:15][N:14]([c:11]2[n:10][n:9]3[c:5]([C:4]([F:3])([F:22])[F:23])[n:6][n:7][c:8]3[cH:13][cH:12]2)[CH2:19][CH2:18]1)=[NH:21].